From a dataset of the Open Reaction Database (ORD), a public repository of structured organic reaction records. describe an organic reaction: reactants, conditions, products, and yield Reactants: CCN1CCNCC1, Cc1ccc(C(=O)O)cc1[N+](=O)[O-], ClCCl, On1nnc2ccccc21. Yields the product CCN1CCN(C(=O)c2ccc(C)c([N+](=O)[O-])c2)CC1. RXN SMILES: [CH2:24]([CH3:25])[N:26]1[CH2:27][CH2:28][NH:29][CH2:30][CH2:31]1.[CH3:1][c:2]1[c:3]([N+:11](=[O:12])[O-:13])[cH:4][c:5]([C:6](=[O:7])[OH:8])[cH:9][cH:10]1.[Cl:32][CH2:33][Cl:34].[OH:14][n:15]1[c:16]2[c:17]([cH:18][cH:19][cH:20][cH:21]2)[n:22][n:23]1>>[CH3:1][c:2]1[c:3]([N+:11](=[O:12])[O-:13])[cH:4][c:5]([C:6](=[O:8])[N:29]2[CH2:28][CH2:27][N:26]([CH2:24][CH3:25])[CH2:31][CH2:30]2)[cH:9][cH:10]1. Starting materials: CC(C)([O-])C.[K+] (potassium t-butoxide), C(CC)C=1NC(=C(N1)C(=O)OCC)C(=O)OCC (diethyl 2-propylimidazole-4,5-dicarboxylate), C(C1=CC=CC=C1)(C1=CC=CC=C1)(C1=CC=CC=C1)N1N=NN=C1C1=C(C=CC=C1)C1=CC=C(CBr)C=C1 (4-[2-(trityltetrazol-5-yl)phenyl]benzyl bromide). The solvent is CN(C(C)=O)C (N,N-dimethylacetamide), CN(C(C)=O)C (N,N-dimethylacetamide), O (water). Reaction conditions: time 30 minute. Yields the product C(CC)C=1N(C(=C(N1)C(=O)OCC)C(=O)OCC)CC1=CC=C(C=C1)C1=C(C=CC=C1)C1=NN=NN1C(C1=CC=CC=C1)(C1=CC=CC=C1)C1=CC=CC=C1 (Diethyl 2-propyl-1-{4-[2-(trityltetrazol-5-yl)phenyl]phenyl}methylimidazole-4,5-dicarboxylate). The yield is 78.0%. RXN SMILES: CC(C)([O-])C.[K+].[CH2:7]([C:10]1[NH:11][C:12]([C:20]([O:22][CH2:23][CH3:24])=[O:21])=[C:13]([C:15]([O:17][CH2:18][CH3:19])=[O:16])[N:14]=1)[CH2:8][CH3:9].[C:25]([N:44]1[C:48]([C:49]2[CH:54]=[CH:53][CH:52]=[CH:51][C:50]=2[C:55]2[CH:62]=[CH:61][C:58]([CH2:59]Br)=[CH:57][CH:56]=2)=[N:47][N:46]=[N:45]1)([C:38]1[CH:43]=[CH:42][CH:41]=[CH:40][CH:39]=1)([C:32]1[CH:37]=[CH:36][CH:35]=[CH:34][CH:33]=1)[C:26]1[CH:31]=[CH:30][CH:29]=[CH:28][CH:27]=1>CN(C)C(=O)C.O>[CH2:7]([C:10]1[N:14]([CH2:59][C:58]2[CH:57]=[CH:56][C:55]([C:50]3[CH:51]=[CH:52][CH:53]=[CH:54][C:49]=3[C:48]3[N:44]([C:25]([C:38]4[CH:43]=[CH:42][CH:41]=[CH:40][CH:39]=4)([C:32]4[CH:33]=[CH:34][CH:35]=[CH:36][CH:37]=4)[C:26]4[CH:31]=[CH:30][CH:29]=[CH:28][CH:27]=4)[N:45]=[N:46][N:47]=3)=[CH:62][CH:61]=2)[C:13]([C:15]([O:17][CH2:18][CH3:19])=[O:16])=[C:12]([C:20]([O:22][CH2:23][CH3:24])=[O:21])[N:11]=1)[CH2:8][CH3:9] |f:0.1|. Procedure details: 0.441 g of potassium t-butoxide was added to a solution of 1.00 g of diethyl 2-propylimidazole-4,5-dicarboxylate (prepared as described in Preparation 12) in 15 ml of N,N-dimethylacetamide, and the resulting mixture was stirred at room temperature for 30 minutes. A solution of 2.19 g of 4-[2-(trityltetrazol-5-yl)phenyl]benzyl bromide in 15 ml of N,N-dimethylacetamide was then added dropwise to the reaction mixture at room temperature, and the reaction mixture was stirred at room temperature for ... Starting materials: ClC1=C2C(=CC=NC2=C(C=C1OC)[N+](=O)[O-])C (5-chloro-6-methoxy-4-methyl-8-nitroquinoline), ClC1=C(C=CC(=C1)Cl)O (2,4-dichlorophenol), [OH-].[K+] (potassium hydroxide). Solvent: C(C)OCCO (2-ethoxyethanol). The product is ClC1=C(OC2=C3C(=CC=NC3=C(C=C2OC)[N+](=O)[O-])C)C=CC(=C1)Cl (5-(2,4-Dichlorophenoxy)-6-methoxy-4-methyl-8-nitroquinoline). RXN SMILES: Cl[C:2]1[C:11]([O:12][CH3:13])=[CH:10][C:9]([N+:14]([O-:16])=[O:15])=[C:8]2[C:3]=1[C:4]([CH3:17])=[CH:5][CH:6]=[N:7]2.[Cl:18][C:19]1[CH:24]=[C:23]([Cl:25])[CH:22]=[CH:21][C:20]=1[OH:26].[OH-].[K+]>C(OCCO)C>[Cl:18][C:19]1[CH:24]=[C:23]([Cl:25])[CH:22]=[CH:21][C:20]=1[O:26][C:2]1[C:11]([O:12][CH3:13])=[CH:10][C:9]([N+:14]([O-:16])=[O:15])=[C:8]2[C:3]=1[C:4]([CH3:17])=[CH:5][CH:6]=[N:7]2 |f:2.3|. Reported procedure: The title compound was prepared from 5-chloro-6-methoxy-4-methyl-8-nitroquinoline from Example 1 (15 g, 0.06 mol), 2,4-dichlorophenol (38 g, 0.23 mol), potassium hydroxide (13.2 g, 0.24 mol) and 2-ethoxyethanol (150 mL) as described in Example 1. The yield was 14.5 g (64%), mp 165.5°-168°.